From a dataset of the Open Reaction Database (ORD), a public repository of structured organic reaction records. describe an organic reaction: reactants, conditions, products, and yield The reactants are [Br-].C(=O)C1=C(C=CC=C1)[P+](C1=CC=CC=C1)(C1=CC=CC=C1)C (formyl methyltriphenyl phosphonium bromide), C(=O)(OC)C1=CC=C(C=O)C=C1 (p-carbomethoxybenzaldehyde), C(C)(=O)OCC (ethyl acetate). The solvent is petroleum ether, C1(=CC=CC=C1)C (toluene). The product is C(=O)(OC)C1=CC=C(C=CC=O)C=C1 (4-carbomethoxycinnamaldehyde). As a reaction SMILES: [Br-].[CH:2]([C:4]1C=CC=CC=1[P+](C)(C1C=CC=CC=1)C1C=CC=CC=1)=[O:3].[C:24]([C:28]1[CH:35]=[CH:34][C:31]([CH:32]=O)=[CH:30][CH:29]=1)([O:26][CH3:27])=[O:25].C(OCC)(=O)C>C1(C)C=CC=CC=1>[C:24]([C:28]1[CH:35]=[CH:34][C:31]([CH:32]=[CH:4][CH:2]=[O:3])=[CH:30][CH:29]=1)([O:26][CH3:27])=[O:25] |f:0.1|. Procedure: A solution of 27.3 g (0.09 mole) of formyl methyltriphenyl phosphonium bromide and 14.8 g (0.09 mole) of p-carbomethoxybenzaldehyde in 900 ml of dry toluene was refluxed under nitrogen for 24 hr. After evaporating toluene under reduced pressure, the residue was chromatographed over silica column with 5% ethyl acetate in petroleum ether as eluant. The second fraction obtained by using 10% ethyl acetate in petroleum ether gave 4-carbomethoxycinnamaldehyde. Recrystallization from benzene gave 12.5 ... Reactants: CCOC(=O)N1CC(C(=O)Nc2ccc(C(C)(C)C)c(O)c2)Oc2ccccc21, C1CCOC1, CI, [H-], [Na+]. Yields the product CCOC(=O)N1CC(C(=O)N(C)c2ccc(C(C)(C)C)c(O)c2)Oc2ccccc21. As a reaction SMILES: [C:1]([CH3:2])([CH3:3])([CH3:4])[c:5]1[c:6]([OH:29])[cH:7][c:8]([NH:11][C:12](=[O:13])[CH:14]2[CH2:15][N:16]([C:24](=[O:25])[O:26][CH2:27][CH3:28])[c:17]3[c:18]([cH:20][cH:21][cH:22][cH:23]3)[O:19]2)[cH:9][cH:10]1.[CH2:34]1[O:35][CH2:36][CH2:37][CH2:38]1.[CH3:32][I:33].[H-:31].[Na+:30]>>[C:1]([CH3:2])([CH3:3])([CH3:4])[c:5]1[c:6]([OH:29])[cH:7][c:8]([N:11]([C:12](=[O:13])[CH:14]2[CH2:15][N:16]([C:24](=[O:25])[O:26][CH2:27][CH3:28])[c:17]3[c:18]([cH:20][cH:21][cH:22][cH:23]3)[O:19]2)[CH3:32])[cH:9][cH:10]1. Reactants: COCCOCN1C=C(C=2C1=NC=C(C2)N2CCOCC2)C2=C(C=CC=C2)OC (1-(2-methoxy-ethoxymethyl)-3-(2-methoxy-phenyl)-5-morpholin-4-yl-1H-pyrrolo[2,3-b]pyridine), C(C)(=O)OCC (ethyl acetate), C([O-])(O)=O.[Na+] (sodium bicarbonate), C(=O)O (formic acid). The solvent is C(C)O (ethanol), O (water), O (water), [Cl-].[Na+].O (brine). Reaction conditions: temperature 65 celsius. The product is COC1=C(C=CC=C1)C1=CNC2=NC=C(C=C21)N2CCOCC2 (3-(2-methoxy-phenyl)-5-morpholin-4-yl-1H-pyrrolo[2,3-b]pyridine). Isolated yield 88.2%. RXN SMILES: COCCOC[N:7]1[C:11]2=[N:12][CH:13]=[C:14]([N:16]3[CH2:21][CH2:20][O:19][CH2:18][CH2:17]3)[CH:15]=[C:10]2[C:9]([C:22]2[CH:27]=[CH:26][CH:25]=[CH:24][C:23]=2[O:28][CH3:29])=[CH:8]1.C(O)=O.C(=O)(O)[O-].[Na+].C(OCC)(=O)C>C(O)C.O.[Cl-].[Na+].O>[CH3:29][O:28][C:23]1[CH:24]=[CH:25][CH:26]=[CH:27][C:22]=1[C:9]1[C:10]2[C:11](=[N:12][CH:13]=[C:14]([N:16]3[CH2:21][CH2:20][O:19][CH2:18][CH2:17]3)[CH:15]=2)[NH:7][CH:8]=1 |f:2.3,7.8.9|. Procedure details: 65 mg (0.17 mmol) of 1-(2-methoxy-ethoxymethyl)-3-(2-methoxy-phenyl)-5-morpholin-4-yl-1H-pyrrolo[2,3-b]pyridine was dissolved in a mixture of 3 ml of ethanol and 2 ml of water. 500 μl of formic acid was added and the mixture heated to 65° C. for 16 h and then irradiated in the microwave to 150° C. for 40 min. The resulting mixture was neutralized by addition of sodium bicarbonate and water and the crude distributed between ethyl acetate and brine. The aqueous phase was extracted twice with ethyl... Reactants: C(C=C)OC(=O)O[C@H](C)[C@@H]1[C@@H]2N(C(=C([C@@H]2C)CO)C(=O)OCC=C)C1=O (allyl (1S,5R,6S)-6-[(1R)-1-allyloxycarbonyloxyethyl]-2-hydroxymethyl-1-methyl-1-carbapen-2-em-3-carboxylate), C(=O)NCC=1N2C(SC1)=CN=C2 (3-(formylamino)methylimidazo[5,1-b]thiazole). The product is O[C@H](C)[C@@H]1[C@@H]2N(C(=C([C@@H]2C)CN2C=[N+]3C(SC=C3CNC=O)=C2)C(=O)[O-])C1=O ((1S,5R,6S)-6-[(1R)-1-hydroxyethyl]-2-[3-(formylamino)methylimidazo[5,1-b]thiazolium-6-yl]methyl-1-methyl-1-carbapen-2-em-3-carboxylate). The yield is 1.2%. RXN SMILES: C(OC([O:7][C@@H:8]([C@H:10]1[C:25](=[O:26])[N:12]2[C:13]([C:19]([O:21]CC=C)=[O:20])=[C:14]([CH2:17]O)[C@H:15]([CH3:16])[C@H:11]12)[CH3:9])=O)C=C.[CH:27]([NH:29][CH2:30][C:31]1[N:32]2[CH:38]=[N:37][CH:36]=[C:33]2[S:34][CH:35]=1)=[O:28]>>[OH:7][C@@H:8]([C@H:10]1[C:25](=[O:26])[N:12]2[C:13]([C:19]([O-:21])=[O:20])=[C:14]([CH2:17][N:37]3[CH:36]=[C:33]4[S:34][CH:35]=[C:31]([CH2:30][NH:29][CH:27]=[O:28])[N+:32]4=[CH:38]3)[C@H:15]([CH3:16])[C@H:11]12)[CH3:9]. Procedure: The same procedure as in Example 1 was repeated except that 88 mg of allyl (1S,5R,6S)-6-[(1R)-1-allyloxycarbonyloxyethyl]-2-hydroxymethyl-1-methyl-1-carbapen-2-em-3-carboxylate and 70 mg of 3-(formylamino)methylimidazo[5,1-b]thiazole were used, thereby obtaining 1.2 mg of the title compound.